This data is from the Open Reaction Database (ORD), a public repository of structured organic reaction records. The task is: describe an organic reaction: reactants, conditions, products, and yield Starting materials: O1C=NC(=C1)CN (oxazol-4-ylmethanamine), CN1N=C(C=C1C)CN ((1,5-dimethyl-1H-pyrazol-3-yl)methanamine), FC1=CC=C(CN2C(N(CC2)C=2C=C(C(=O)O)C=CN2)=O)C=C1 (2-(3-(4-fluorobenzyl)-2-oxoimidazolidin-1-yl)isonicotinic acid). Product: CN1N=C(C=C1C)CNC(C1=CC(=NC=C1)N1C(N(CC1)CC1=CC=C(C=C1)F)=O)=O (N-((1,5-dimethyl-1H-pyrazol-3-yl)methyl)-2-(3-(4-fluorobenzyl)-2-oxoimidazolidin-1-yl)isonicotinamide). Isolated yield 70.0%. Reaction SMILES: O1C=C(CN)N=C1.[CH3:8][N:9]1[C:13]([CH3:14])=[CH:12][C:11]([CH2:15][NH2:16])=[N:10]1.[F:17][C:18]1[CH:39]=[CH:38][C:21]([CH2:22][N:23]2[CH2:27][CH2:26][N:25]([C:28]3[CH:29]=[C:30]([CH:34]=[CH:35][N:36]=3)[C:31](O)=[O:32])[C:24]2=[O:37])=[CH:20][CH:19]=1>>[CH3:8][N:9]1[C:13]([CH3:14])=[CH:12][C:11]([CH2:15][NH:16][C:31](=[O:32])[C:30]2[CH:34]=[CH:35][N:36]=[C:28]([N:25]3[CH2:26][CH2:27][N:23]([CH2:22][C:21]4[CH:20]=[CH:19][C:18]([F:17])=[CH:39][CH:38]=4)[C:24]3=[O:37])[CH:29]=2)=[N:10]1. Procedure details: Following the procedure as described in Example 14, making variations as required to replace oxazol-4-ylmethanamine with (1,5-dimethyl-1H-pyrazol-3-yl)methanamine to react with 2-(3-(4-fluorobenzyl)-2-oxoimidazolidin-1-yl)isonicotinic acid, N-((1,5-dimethyl-1H-pyrazol-3-yl)methyl)-2-(3-(4-fluorobenzyl)-2-oxoimidazolidin-1-yl)isonicotinamide was obtained as a colorless solid in 70% yield: mp 150-152° C.; 1H NMR (300 MHz, CDCl3) δ 8.57 (s, 1H), 8.33 (d, J=5.1 Hz, 1H), 7.38-7.36 (m, 1H), 7.28-7.23 ... The reactants are CCCCn1ccnc1, N#C[Cu], [I-], CNC(=O)c1cc(Br)cc(C)c1N, [Na+], N#C[Na], O, Cc1cc(C)cc(C)c1. The product is CNC(=O)c1cc(C#N)cc(C)c1N. As a reaction SMILES: [CH2:31]([n:32]1[cH:33][cH:34][n:35][cH:36]1)[CH2:37][CH2:38][CH3:39].[Cu:26][C:27]#[N:28].[I-:30].[NH2:1][c:2]1[c:3]([C:4](=[O:5])[NH:6][CH3:7])[cH:8][c:9]([Br:13])[cH:10][c:11]1[CH3:12].[Na+:29].[Na:23][C:24]#[N:25].[OH2:40].[c:14]1([CH3:15])[cH:16][c:17]([CH3:18])[cH:19][c:20]([CH3:21])[cH:22]1>>[NH2:1][c:2]1[c:3]([C:4](=[O:5])[NH:6][CH3:7])[cH:8][c:9]([C:24]#[N:25])[cH:10][c:11]1[CH3:12]. Starting materials: C(C1=CC=CC=C1)[C@@H]1[C@H]([C@@H](OC([C@H](COC1)NC(=O)OC(C)(C)C)=O)C)O/C=C/C(=O)OC ((E)-methyl 3-((3S,6S,7R,8S)-8-benzyl-3-(tert-butoxycarbonylamino)-6-methyl-4-oxo-1,5-dioxonan-7-yloxy)acrylate). The reagents and catalysts are [Pd] (Pd/C). Run in CCOC(=O)C (EtOAc). Reaction conditions: time 17 hour. Yields the product C(C1=CC=CC=C1)[C@@H]1[C@H]([C@@H](OC([C@H](COC1)NC(=O)OC(C)(C)C)=O)C)OCCC(=O)OC (methyl 3-((3S,6S,7R,8S)-8-benzyl-3-(tert-butoxycarbonylamino)-6-methyl-4-oxo-1,5-dioxonan-7-yloxy)propanoate). Yield: 96.7%. RXN SMILES: [CH2:1]([C@H:8]1[CH2:16][O:15][CH2:14][C@H:13]([NH:17][C:18]([O:20][C:21]([CH3:24])([CH3:23])[CH3:22])=[O:19])[C:12](=[O:25])[O:11][C@@H:10]([CH3:26])[C@@H:9]1[O:27]/[CH:28]=[CH:29]/[C:30]([O:32][CH3:33])=[O:31])[C:2]1[CH:7]=[CH:6][CH:5]=[CH:4][CH:3]=1>CCOC(C)=O.[Pd]>[CH2:1]([C@H:8]1[CH2:16][O:15][CH2:14][C@H:13]([NH:17][C:18]([O:20][C:21]([CH3:22])([CH3:23])[CH3:24])=[O:19])[C:12](=[O:25])[O:11][C@@H:10]([CH3:26])[C@@H:9]1[O:27][CH2:28][CH2:29][C:30]([O:32][CH3:33])=[O:31])[C:2]1[CH:7]=[CH:6][CH:5]=[CH:4][CH:3]=1. Reported procedure: To a solution of (E)-methyl 3-((3S,6S,7R,8S)-8-benzyl-3-(tert-butoxycarbonylamino)-6-methyl-4-oxo-1,5-dioxonan-7-yloxy)acrylate (168 mg, 0.362 mmol, 1.00 equiv) in EtOAc (3.6 mL, 0.1 M) was added 10% Pd/C (19 mg, 0.018 mmol, 0.050 equiv). The flask was equipped with a rubber septum and the atmosphere was replaced with H2 via needle-equipped balloon. After 17 h at room temperature, the catalyst was removed by filtration through Celite® and the pad was flushed with EtOAc. The filtrate was concentr...